This data is from the Open Reaction Database (ORD), a public repository of structured organic reaction records. The task is: describe an organic reaction: reactants, conditions, products, and yield Starting materials: BrC1=CC(=C(N)C=C1Cl)C (4-bromo-5-chloro-2-methylaniline), CC1(OB(OC1(C)C)C1=CCN(CC1)C(=O)OC(C)(C)C)C (tert-butyl 4-(4,4,5,5-tetramethyl-1,3,2-dioxaborolan-2-yl)-5,6-dihydropyridine-1(2H)-carboxylate), C([O-])([O-])=O.[Na+].[Na+] (sodium carbonate). The reagents and catalysts are [Pd].C1(=CC=CC=C1)P(C1=CC=CC=C1)C1=CC=CC=C1.C1(=CC=CC=C1)P(C1=CC=CC=C1)C1=CC=CC=C1.C1(=CC=CC=C1)P(C1=CC=CC=C1)C1=CC=CC=C1.C1(=CC=CC=C1)P(C1=CC=CC=C1)C1=CC=CC=C1 (tetrakis(triphenylphosphine) palladium (0)). Solvent: CN(C)C=O.O (DMF H2O). Run at temperature 100 celsius. Product: NC1=CC(=C(C=C1C)C1=CCN(CC1)C(=O)OC(C)(C)C)Cl (tert-butyl 4-(4-amino-2-chloro-5-methylphenyl)-5,6-dihydropyridine-1(2H)-carboxylate). Reaction SMILES: Br[C:2]1[C:8]([Cl:9])=[CH:7][C:5]([NH2:6])=[C:4]([CH3:10])[CH:3]=1.CC1(C)C(C)(C)OB([C:19]2[CH2:24][CH2:23][N:22]([C:25]([O:27][C:28]([CH3:31])([CH3:30])[CH3:29])=[O:26])[CH2:21][CH:20]=2)O1.C(=O)([O-])[O-].[Na+].[Na+]>CN(C=O)C.O.[Pd].C1(P(C2C=CC=CC=2)C2C=CC=CC=2)C=CC=CC=1.C1(P(C2C=CC=CC=2)C2C=CC=CC=2)C=CC=CC=1.C1(P(C2C=CC=CC=2)C2C=CC=CC=2)C=CC=CC=1.C1(P(C2C=CC=CC=2)C2C=CC=CC=2)C=CC=CC=1>[NH2:6][C:5]1[C:4]([CH3:10])=[CH:3][C:2]([C:19]2[CH2:24][CH2:23][N:22]([C:25]([O:27][C:28]([CH3:31])([CH3:30])[CH3:29])=[O:26])[CH2:21][CH:20]=2)=[C:8]([Cl:9])[CH:7]=1 |f:2.3.4,5.6,7.8.9.10.11|. Reported procedure: To a mixture of 4-bromo-5-chloro-2-methylaniline (500 mg, 2.27 mmol), tert-butyl 4-(4,4,5,5-tetramethyl-1,3,2-dioxaborolan-2-yl)-5,6-dihydropyridine-1(2H)-carboxylate (840 mg, 3.73 mmol) and sodium carbonate (2.52 g, 15.9 mmol) in DMF/H2O (20/5 mL) was added tetrakis(triphenylphosphine) palladium (0) (131 mg, 5 mol %). The reaction tube was sealed, the mixture was purged with N2 for 3 min and then heated at 100° C. under N2 for overnight. The reaction was cooled to room temperature and poured in...